Dataset: the Open Reaction Database (ORD), a public repository of structured organic reaction records. Task: describe an organic reaction: reactants, conditions, products, and yield Starting materials: CC#N, O=C1CCC(=O)N1Cl, Cc1cc(NC(=O)C(F)(F)F)n[nH]1. The product is Cc1[nH]nc(NC(=O)C(F)(F)F)c1Cl. Reaction SMILES: [CH3:22][C:23]#[N:24].[Cl:14][N:15]1[C:16](=[O:17])[CH2:18][CH2:19][C:20]1=[O:21].[F:1][C:2]([C:3](=[O:4])[NH:5][c:6]1[n:7][nH:8][c:9]([CH3:11])[cH:10]1)([F:12])[F:13]>>[F:1][C:2]([C:3](=[O:4])[NH:5][c:6]1[n:7][nH:8][c:9]([CH3:11])[c:10]1[Cl:14])([F:12])[F:13]. The reactants are [I-].CC(\C=C\C1C(=CCCC1(C)C)C)[N+](CC1=CC=C(C=C1)Cl)(C)C ([1-methyl-3-(2,6,6-trimethyl-2-cyclohexenyl)-2(trans)-propenyl]dimethyl(4-chlorobenzyl)ammonium iodide). Reagents/catalysts: [Ag]Cl (silver chloride). Solvent: CO (methanol). Product: [Cl-].CC(\C=C\C1C(=CCCC1(C)C)C)[N+](CC1=CC=C(C=C1)Cl)(C)C ([1-methyl-3-(2,6,6-trimethyl-2-cyclohexenyl)-2(trans)-propenyl]dimethyl(4-chlorobenzyl)ammonium chloride). Isolated yield 111.5%. RXN SMILES: [I-].[CH3:2][CH:3]([N+:15]([CH3:25])([CH3:24])[CH2:16][C:17]1[CH:22]=[CH:21][C:20]([Cl:23])=[CH:19][CH:18]=1)/[CH:4]=[CH:5]/[CH:6]1[C:11]([CH3:13])([CH3:12])[CH2:10][CH2:9][CH:8]=[C:7]1[CH3:14]>[Ag]Cl.CO>[Cl-:23].[CH3:2][CH:3]([N+:15]([CH3:25])([CH3:24])[CH2:16][C:17]1[CH:18]=[CH:19][C:20]([Cl:23])=[CH:21][CH:22]=1)/[CH:4]=[CH:5]/[CH:6]1[C:11]([CH3:13])([CH3:12])[CH2:10][CH2:9][CH:8]=[C:7]1[CH3:14] |f:0.1,4.5|. Procedure details: A mixture of [1-methyl-3-(2,6,6-trimethyl-2-cyclohexenyl)-2(trans)-propenyl]dimethyl(4-chlorobenzyl)ammonium iodide (2.0 g), silver chloride (1.0 g) and absolute methanol (50 cc) was refluxed for 2 hours, and the reaction mixture was filtered. The solvent of the filtrate was distilled off to give hygroscopic colorless crystals (0.9 g) of [1-methyl-3-(2,6,6-trimethyl-2-cyclohexenyl)-2(trans)-propenyl]dimethyl(4-chlorobenzyl)ammonium chloride. Starting materials: CCOC(=O)CC1CCCN(C(=O)c2ccc(C3CCCCC3)cc2)c2ccc(Cl)cc21, CCO, Cl, [Na+], [OH-]. Product: O=C(O)CC1CCCN(C(=O)c2ccc(C3CCCCC3)cc2)c2ccc(Cl)cc21. As a reaction SMILES: [CH2:1]([CH3:2])[O:3][C:4](=[O:5])[CH2:6][CH:7]1[CH2:8][CH2:9][CH2:10][N:11]([C:19]([c:20]2[cH:21][cH:22][c:23]([CH:26]3[CH2:27][CH2:28][CH2:29][CH2:30][CH2:31]3)[cH:24][cH:25]2)=[O:32])[c:12]2[c:13]1[cH:14][c:15]([Cl:18])[cH:16][cH:17]2.[CH3:36][CH2:37][OH:38].[ClH:35].[Na+:34].[OH-:33]>>[O:3]=[C:4]([OH:5])[CH2:6][CH:7]1[CH2:8][CH2:9][CH2:10][N:11]([C:19]([c:20]2[cH:21][cH:22][c:23]([CH:26]3[CH2:27][CH2:28][CH2:29][CH2:30][CH2:31]3)[cH:24][cH:25]2)=[O:32])[c:12]2[c:13]1[cH:14][c:15]([Cl:18])[cH:16][cH:17]2. The reactants are COC1=C(C=CC(=C1)OC)C1=CC=NC=C1 (4-(2,4-Dimethoxy-phenyl)-pyridine). The reagents and catalysts are O=[Pt]=O (PtO2). Run in C(C)O (Ethanol), Cl (hydrochloric acid). Run at time 8 hour. Yields the product COC1=C(C=CC(=C1)OC)C1CCNCC1 (4-(2,4-Dimethoxy-phenyl)-piperidine). As a reaction SMILES: [CH3:1][O:2][C:3]1[CH:8]=[C:7]([O:9][CH3:10])[CH:6]=[CH:5][C:4]=1[C:11]1[CH:16]=[CH:15][N:14]=[CH:13][CH:12]=1>C(O)C.Cl.O=[Pt]=O>[CH3:1][O:2][C:3]1[CH:8]=[C:7]([O:9][CH3:10])[CH:6]=[CH:5][C:4]=1[CH:11]1[CH2:12][CH2:13][NH:14][CH2:15][CH2:16]1. Procedure: 4-(2,4-Dimethoxy-phenyl)-pyridine (6.9 g) is dissolved in a mixture of Ethanol (140 ml) and conc hydrochloric acid (3.5 ml). PtO2 (0.7 g) is added and the mixture is stirred under hydrogen atmosphere for 8 hours. The catalyst is filtered off and the solution is evaporated to dryness. MS-APCI+ (M+H)+=222 Reactants: C(C)(C)(C)OC(=O)N1CCC(CC1)O[Si](C1=CC=CC=C1)(C1=CC=CC=C1)C(C)(C)C (4-(tert-butyl-diphenyl-silanyloxy)-piperidine-1-carboxylic acid tert-butyl ester), Cl.O1CCOCC1 (HCl dioxane), Cl.O1CCOCC1 (HCl dioxane). Solvent: C(Cl)Cl (CH2Cl2). Reaction conditions: time 2 hour. Yields the product C(C)(C)(C)[Si](OC1CCNCC1)(C1=CC=CC=C1)C1=CC=CC=C1 (4-(tert-butyl-diphenyl silanyloxy)-piperidine). Yield: 878.8%. Reaction SMILES: C(OC([N:8]1[CH2:13][CH2:12][CH:11]([O:14][Si:15]([C:28]([CH3:31])([CH3:30])[CH3:29])([C:22]2[CH:27]=[CH:26][CH:25]=[CH:24][CH:23]=2)[C:16]2[CH:21]=[CH:20][CH:19]=[CH:18][CH:17]=2)[CH2:10][CH2:9]1)=O)(C)(C)C.Cl.O1CCOCC1>C(Cl)Cl>[C:28]([Si:15]([C:16]1[CH:21]=[CH:20][CH:19]=[CH:18][CH:17]=1)([C:22]1[CH:23]=[CH:24][CH:25]=[CH:26][CH:27]=1)[O:14][CH:11]1[CH2:10][CH2:9][NH:8][CH2:13][CH2:12]1)([CH3:31])([CH3:29])[CH3:30] |f:1.2|. Reported procedure: To 4-(tert-butyl-diphenyl-silanyloxy)-piperidine-1-carboxylic acid tert-butyl ester (54 mg, 0.124 mmol) was added 4M HCl/dioxane (2 mL) and CH2Cl2 (5 mL). The reaction mixture was stirred at RT for 2 h. 4M HCl/dioxane (3 mL) added and reaction stirred for a further 1 hr. The reaction mixture was concentrated in vacuo. The crude material was purified by silica gel column chromatography eluting with CH2Cl2 and increasing the polarity to 10% MeOH/CH2Cl2 to obtain 4-(tert-butyl-diphenyl silanyloxy)-... Reactants: CCS(=O)(=O)c1ccc(Cl)c([N+](=O)[O-])c1, NCC1CCCO1. Product: CCS(=O)(=O)c1ccc(NCC2CCCO2)c([N+](=O)[O-])c1. As a reaction SMILES: [Cl:1][c:2]1[c:3]([N+:13](=[O:14])[O-:15])[cH:4][c:5]([S:8](=[O:9])(=[O:10])[CH2:11][CH3:12])[cH:6][cH:7]1.[O:16]1[CH:17]([CH2:21][NH2:22])[CH2:18][CH2:19][CH2:20]1>>[c:2]1([NH:22][CH2:21][CH:17]2[O:16][CH2:20][CH2:19][CH2:18]2)[c:3]([N+:13](=[O:14])[O-:15])[cH:4][c:5]([S:8](=[O:9])(=[O:10])[CH2:11][CH3:12])[cH:6][cH:7]1. The reactants are NC1=NC=CC=C1 (aminopyridine), ClCC(=O)NC(OCC)=O (ethyl chloroacetylcarbamate), N1=C(C=CC=C1C)C (2,6-lutidine). The solvent is CN1C(N(CC1)C)=O (1,3-dimethyl-2-imidazolidinone), CCOC(=O)C (EtOAc). Yields the product C(C)OC(NC=1N=C2N(C=CC(=C2)C=2C=NC=CC2)C1)=O ((7-Pyridin-3-yl-imidazo[1,2-a]pyridin-2-yl)-carbamic Acid Ethyl Ester). Reaction SMILES: [NH2:1][C:2]1[CH:7]=[CH:6][CH:5]=[CH:4][N:3]=1.Cl[CH2:9][C:10]([NH:12][C:13](=[O:17])[O:14][CH2:15][CH3:16])=O.[N:18]1[C:23](C)=[CH:22][CH:21]=[CH:20][C:19]=1C>CN1CCN(C)C1=O.CCOC(C)=O>[CH2:15]([O:14][C:13](=[O:17])[NH:12][C:10]1[N:1]=[C:2]2[CH:7]=[C:6]([C:20]3[CH:19]=[N:18][CH:23]=[CH:22][CH:21]=3)[CH:5]=[CH:4][N:3]2[CH:9]=1)[CH3:16]. Reported procedure: A solution of aminopyridine (3) (0.94 g, 5.49 mmol), ethyl chloroacetylcarbamate (1.09 g, 6.58 mmol) and 2,6-lutidine (0.76 mL, 6.58 mmol) in 1,3-dimethyl-2-imidazolidinone (6 mL) was warmed under nitrogen at 110° C. for 4.5 hours. The mixture was diluted with EtOAc and washed with water (6 times), then adsorbed onto silica by removal of solvent in vacuo. The product was chromatographed on silica. Elution with EtOAc gave foreruns, while MeOH/EtOAc (2:23) eluted product (79 mg, 5%) as a solid, mp... Reactants: C(C=C)OC1=CN(C2=CC(=CC=C2C1=S)C)C (3-allyloxy-1-methyl-7-methylthio-4-quinolone). The reagents and catalysts are C1=CC=C(C=C1)P(C2=CC=CC=C2)C3=CC=CC=C3.C1=CC=C(C=C1)P(C2=CC=CC=C2)C3=CC=CC=C3.C1=CC=C(C=C1)P(C2=CC=CC=C2)C3=CC=CC=C3.[Cl-].[Rh] (Tris(triphenylphosphine)rhodium chloride). Run in Cl (Hydrochloric acid). Yields the product OC1=CN(C2=CC(=CC=C2C1=S)C)C (3-hydroxy-1-methyl-7-methylthio-4quinolone). Reaction SMILES: C([O:4][C:5]1[C:14](=[S:15])[C:13]2[C:8](=[CH:9][C:10]([CH3:16])=[CH:11][CH:12]=2)[N:7]([CH3:17])[CH:6]=1)C=C>C1C=CC(P(C2C=CC=CC=2)C2C=CC=CC=2)=CC=1.C1C=CC(P(C2C=CC=CC=2)C2C=CC=CC=2)=CC=1.C1C=CC(P(C2C=CC=CC=2)C2C=CC=CC=2)=CC=1.[Cl-].[Rh].Cl>[OH:4][C:5]1[C:14](=[S:15])[C:13]2[C:8](=[CH:9][C:10]([CH3:16])=[CH:11][CH:12]=2)[N:7]([CH3:17])[CH:6]=1 |f:1.2.3.4.5|. Procedure details: Tris(triphenylphosphine)rhodium chloride (0.1 g) was added to the solution of 3-allyloxy-1-methyl-7-methylthio-4-quinolone and the mixture heated under reflux for 2 days. Hydrochloric acid (5M, 20 ml) was added dropwise and the mixture heated under reflux for 2 hours. The solvent was evaporated under reduced pressure at 50° and the resultant residue extracted with aqueous sodium hydroxide (1M, 100 ml). The extract was neutralised with hydrochloric acid (5M, 20 ml) and the solid was collected by ... Reactants: cuprous chloride, Cl (hydrochloric acid), resultant solution, N(=O)[O-].[Na+] (sodium nitrite), S(O)(O)(=O)=O (sulphuric acid), NC=1C(=C(C(=O)O)C=C(C1)Cl)Cl (3-amino-2,5-dichlorobenzoic acid), N(=O)O (nitrous acid), resultant mixture. Run in C(C)(=O)O (acetic acid). Conditions: time 2 hour. Product: ClC1=C(C(=O)O)C=C(C=C1Cl)Cl (2,3,5-Trichlorobenzoic Acid). As a reaction SMILES: N([O-])=O.[Na+].S(=O)(=O)(O)O.N[C:11]1[C:12]([Cl:21])=[C:13]([CH:17]=[C:18]([Cl:20])[CH:19]=1)[C:14]([OH:16])=[O:15].N(O)=O.[ClH:25]>C(O)(=O)C>[Cl:21][C:12]1[C:11]([Cl:25])=[CH:19][C:18]([Cl:20])=[CH:17][C:13]=1[C:14]([OH:16])=[O:15] |f:0.1|. Procedure: Powered sodium nitrite (37.0 g, 0.54M) was added portionwise to concentrated sulphuric acid (270 ml) which was stirred under an atmosphere of nitrogen. The temperature of the mixture was not allowed to rise above 70°. Meanwhile 3-amino-2,5-dichlorobenzoic acid (100 g, 0.45M) was dissolved in hot glacial acetic acid (1,200 ml), the resultant solution was cooled rapidly to room temperature and added dropwise to the above stirred and cooled nitrous acid mixture so that the internal temperature did ...